From a dataset of the Open Reaction Database (ORD), a public repository of structured organic reaction records. describe an organic reaction: reactants, conditions, products, and yield Starting materials: N1CCN(CC1)CCOC=1C=C(C=CC1)OS(=O)(=O)C1=C(C=CC=C1)Cl (2-chlorobenzenesulfonic acid 3-[(piperazin-4-yl)ethoxy]phenyl ester), C(C)(C)N(C(C)C)CC (N,N-diisopropylethylamine), NN=CS(=O)(=O)O (aminoiminomethanesulfonic acid). Solvent: CN(C)C=O (DMF). Run at time 8 hour. The product is C(C)(=O)O.C(C)(=O)O.NN=CN1CCN(CC1)CCOC=1C=C(C=CC1)OS(=O)(=O)C1=C(C=CC=C1)Cl (2-Chlorobenzenesulfonic acid 3-[2-[1-(aminoiminomethyl)piperazin-4-yl]ethoxy]phenyl ester diacetic acid salt). Isolated yield 155.6%. Reaction SMILES: [NH:1]1[CH2:6][CH2:5][N:4]([CH2:7][CH2:8][O:9][C:10]2[CH:11]=[C:12]([O:16][S:17]([C:20]3[CH:25]=[CH:24][CH:23]=[CH:22][C:21]=3[Cl:26])(=[O:19])=[O:18])[CH:13]=[CH:14][CH:15]=2)[CH2:3][CH2:2]1.C(N(CC)C(C)C)(C)C.[NH2:36][N:37]=[CH:38]S(O)(=O)=[O:40]>CN(C=O)C>[C:12]([OH:16])(=[O:40])[CH3:13].[C:12]([OH:16])(=[O:40])[CH3:13].[NH2:36][N:37]=[CH:38][N:1]1[CH2:2][CH2:3][N:4]([CH2:7][CH2:8][O:9][C:10]2[CH:11]=[C:12]([O:16][S:17]([C:20]3[CH:25]=[CH:24][CH:23]=[CH:22][C:21]=3[Cl:26])(=[O:19])=[O:18])[CH:13]=[CH:14][CH:15]=2)[CH2:5][CH2:6]1 |f:4.5.6|. Procedure: A solution of 2-chlorobenzenesulfonic acid 3-[(piperazin-4-yl)ethoxy]phenyl ester (397 mg, 1.0 mmol), as prepared in the preceding step, N,N-diisopropylethylamine (0.5 mL) and aminoiminomethanesulfonic acid (248 mg, 2.0 mmol) in DMF (10 mL) was stirred at room temperature overnight. The DMF was removed in vacuo and residue was purified by flash column chromatography (85:15:2 methylene chloride:methanol:acetic acid) to give the title compound as a white solid (290 mg, 52%). 1H-NMR (300 MHz, CDCl3...